From a dataset of the Open Reaction Database (ORD), a public repository of structured organic reaction records. describe an organic reaction: reactants, conditions, products, and yield The reactants are COC(=O)c1ccc(OCCCNC(=S)Nc2ccccc2[N+](=O)[O-])cc1, CO, N. Yields the product COC(=O)c1ccc(OCCCNC(=S)Nc2ccccc2N)cc1. RXN SMILES: [CH3:1][O:2][C:3]([c:4]1[cH:5][cH:6][c:7]([O:10][CH2:11][CH2:12][CH2:13][NH:14][C:15](=[S:16])[NH:17][c:18]2[c:19]([N+:24]([O-:25])=[O:26])[cH:20][cH:21][cH:22][cH:23]2)[cH:8][cH:9]1)=[O:27].[CH3:29][OH:30].[NH3:28]>>[CH3:1][O:2][C:3]([c:4]1[cH:5][cH:6][c:7]([O:10][CH2:11][CH2:12][CH2:13][NH:14][C:15](=[S:16])[NH:17][c:18]2[c:19]([NH2:24])[cH:20][cH:21][cH:22][cH:23]2)[cH:8][cH:9]1)=[O:27]. The reactants are NC=1C=C(C=CC1Cl)NC(C1=C(N=C(C=C1)C(F)(F)F)C)=O (N-(3-amino-4-chlorophenyl)-2-methyl-6-(trifluoromethyl)nicotinamide), O1CCN(CC1)C1=C(C(=O)O)C=CC=C1 (2-morpholinobenzoic acid). The product is ClC1=C(C=C(C=C1)NC(C1=C(N=C(C=C1)C(F)(F)F)C)=O)NC(C1=C(C=CC=C1)N1CCOCC1)=O (N-(4-chloro-3-(2-morpholinobenzamido)phenyl)-2-methyl-6-(trifluoromethyl)-nicotinamide). RXN SMILES: [NH2:1][C:2]1[CH:3]=[C:4]([NH:9][C:10](=[O:22])[C:11]2[CH:16]=[CH:15][C:14]([C:17]([F:20])([F:19])[F:18])=[N:13][C:12]=2[CH3:21])[CH:5]=[CH:6][C:7]=1[Cl:8].[O:23]1[CH2:28][CH2:27][N:26]([C:29]2[CH:37]=[CH:36][CH:35]=[CH:34][C:30]=2[C:31](O)=[O:32])[CH2:25][CH2:24]1>>[Cl:8][C:7]1[CH:6]=[CH:5][C:4]([NH:9][C:10](=[O:22])[C:11]2[CH:16]=[CH:15][C:14]([C:17]([F:20])([F:19])[F:18])=[N:13][C:12]=2[CH3:21])=[CH:3][C:2]=1[NH:1][C:31](=[O:32])[C:30]1[CH:34]=[CH:35][CH:36]=[CH:37][C:29]=1[N:26]1[CH2:27][CH2:28][O:23][CH2:24][CH2:25]1. Procedure details: N-(3-amino-4-chlorophenyl)-2-methyl-6-(trifluoromethyl)nicotinamide (0.15 mmol) was used in general procedure 2 with 2-morpholinobenzoic acid (0.167 mmol). The product was purified by RP-HPLC to give N-(4-chloro-3-(2-morpholinobenzamido)phenyl)-2-methyl-6-(trifluoromethyl)-nicotinamide. MS (Q1) 519.3 (M)+ Run at time 16 hour. Run in C(C)#N (acetonitrile). The yield is 65.7%. Starting materials: C(C)(C)(C)OC(=O)C1=C(SC=2C(OCCC21)CN)N (2-amino-7-aminomethyl-4,7-dihydro-5H-thieno[2,3-c]pyran-3-carboxylic acid tert-butyl ester), C(C)(C)N(C(C)C)CC (N,N-diisopropylethylamine), COC(C1=C(C=CC=C1)CBr)=O (2-bromomethyl-benzoic acid methyl ester). As a reaction SMILES: [C:1]([O:5][C:6]([C:8]1[C:16]2[CH2:15][CH2:14][O:13][CH:12]([CH2:17][NH2:18])[C:11]=2[S:10][C:9]=1[NH2:19])=[O:7])([CH3:4])([CH3:3])[CH3:2].C(N(CC)C(C)C)(C)C.C[O:30][C:31](=O)[C:32]1[CH:37]=[CH:36][CH:35]=[CH:34][C:33]=1[CH2:38]Br>C(#N)C>[C:1]([O:5][C:6]([C:8]1[C:16]2[CH2:15][CH2:14][O:13][CH:12]([CH2:17][N:18]3[CH2:38][C:33]4[C:32](=[CH:37][CH:36]=[CH:35][CH:34]=4)[C:31]3=[O:30])[C:11]=2[S:10][C:9]=1[NH2:19])=[O:7])([CH3:4])([CH3:2])[CH3:3]. Product: C(C)(C)(C)OC(=O)C1=C(SC=2C(OCCC21)CN2C(C1=CC=CC=C1C2)=O)N (2-amino-7-(1-oxo-1,3-dihydro-isoindol-2-ylmethyl)-4,7-dihydro-5H-thieno[2,3-c]pyran-3-carboxylic acid tert-butyl ester). Reported procedure: To a solution of 2-amino-7-aminomethyl-4,7-dihydro-5H-thieno[2,3-c]pyran-3-carboxylic acid tert-butyl ester (100 mg, 0.38 mmol) and N,N-diisopropylethylamine (72 μL, 0.41 mmol) in acetonitrile (6 ml) at 0° C. was added 2-bromomethyl-benzoic acid methyl ester (43 mg, 0.19 mmol). The reaction mixture was stirred for 16 hours and the solvent evaporated in vacuo. The residue was diluted in ethyl acetate (50 ml), washed with 1N hydrochloric acid, saturated sodium bicarbonate, brine, dried (MgSO4), fi...